This data is from the Open Reaction Database (ORD), a public repository of structured organic reaction records. The task is: describe an organic reaction: reactants, conditions, products, and yield The reactants are [H-].[Na+] (Sodium hydride), [Cl-].[NH4+] (ammonium chloride), CC1(OCC(O1)CO)C ((2,2-Dimethyl-1,3-dioxolan-4-yl)methanol), BrCCO[Si](C)(C)C(C)(C)C ((2-bromoethoxy)(tert-butyl)dimethylsilane). Solvent: CN(C=O)C (N,N-dimethylformamide). Conditions: temperature 0 celsius, time 1 hour. The product is C(C)(C)(C)[Si](C)(C)OCCOCC1OC(OC1)(C)C (tert-butyl {2-[(2,2-dimethyl-1,3-dioxolan-4-yl)methoxy]ethoxy}dimethylsilane). As a reaction SMILES: [H-].[Na+].[CH3:3][C:4]1([CH3:11])[O:8][CH:7]([CH2:9][OH:10])[CH2:6][O:5]1.Br[CH2:13][CH2:14][O:15][Si:16]([C:19]([CH3:22])([CH3:21])[CH3:20])([CH3:18])[CH3:17].[Cl-].[NH4+]>CN(C)C=O>[C:19]([Si:16]([O:15][CH2:14][CH2:13][O:10][CH2:9][CH:7]1[CH2:6][O:5][C:4]([CH3:11])([CH3:3])[O:8]1)([CH3:18])[CH3:17])([CH3:22])([CH3:21])[CH3:20] |f:0.1,4.5|. Procedure: 60% Sodium hydride (890 mg) was suspended in N,N-dimethylformamide (60 mL), and the suspension was cooled to 0° C. (2,2-Dimethyl-1,3-dioxolan-4-yl)methanol (2.3 mL) was added dropwise and the mixture was stirred at 0° C. for 1 hr. To the reaction mixture was added (2-bromoethoxy)(tert-butyl)dimethylsilane (3 mL), and the mixture was stirred at 0° C. for 2 hrs. To the reaction mixture was added saturated aqueous ammonium chloride solution, and the mixture was extracted with ethyl acetate. The org... Reactants: COc1cccc(-c2c(C)n(Cc3c(F)cccc3F)c(=O)n(CC(NC(=O)OC(C)(C)C)c3ccccc3)c2=O)c1F, C[S-], CS(C)=O, [Na+]. The product is COc1cccc(-c2c(C)n(Cc3c(F)cccc3SC)c(=O)n(CC(NC(=O)OC(C)(C)C)c3ccccc3)c2=O)c1F. Reaction SMILES: [C:1]([CH3:2])([CH3:3])([CH3:4])[O:5][C:6](=[O:7])[NH:8][CH:9]([CH2:10][n:11]1[c:12](=[O:37])[n:13]([CH2:28][c:29]2[c:30]([F:36])[cH:31][cH:32][cH:33][c:34]2[F:35])[c:14]([CH3:27])[c:15](-[c:18]2[c:19]([F:26])[c:20]([O:24][CH3:25])[cH:21][cH:22][cH:23]2)[c:16]1=[O:17])[c:38]1[cH:39][cH:40][cH:41][cH:42][cH:43]1.[CH3:44][S-:45].[CH3:47][S:48]([CH3:49])=[O:50].[Na+:46]>>[C:1]([CH3:2])([CH3:3])([CH3:4])[O:5][C:6](=[O:7])[NH:8][CH:9]([CH2:10][n:11]1[c:12](=[O:37])[n:13]([CH2:28][c:29]2[c:30]([F:36])[cH:31][cH:32][cH:33][c:34]2[S:45][CH3:44])[c:14]([CH3:27])[c:15](-[c:18]2[c:19]([F:26])[c:20]([O:24][CH3:25])[cH:21][cH:22][cH:23]2)[c:16]1=[O:17])[c:38]1[cH:39][cH:40][cH:41][cH:42][cH:43]1. Reactants: NO (Hydroxylamine), FC1=C(C=CC(=C1)CC(=O)Cl)C1=C(C=C(C=C1)F)F (2,2',4'-trifluoro-4-biphenylylacetyl chloride). Run in CCOCC (ether), O (water), CCOCC (ether). Product: FC1=C(C=CC(=C1)CC(=O)NO)C1=C(C=C(C=C1)F)F (2,2',4'-trifluoro-4-biphenylylacethydroxamic acid). As a reaction SMILES: [NH2:1][OH:2].[F:3][C:4]1[CH:9]=[C:8]([CH2:10][C:11](Cl)=[O:12])[CH:7]=[CH:6][C:5]=1[C:14]1[CH:19]=[CH:18][C:17]([F:20])=[CH:16][C:15]=1[F:21]>CCOCC.O>[F:3][C:4]1[CH:9]=[C:8]([CH2:10][C:11]([NH:1][OH:2])=[O:12])[CH:7]=[CH:6][C:5]=1[C:14]1[CH:19]=[CH:18][C:17]([F:20])=[CH:16][C:15]=1[F:21]. Reported procedure: Hydroxylamine free base was added to a solution of 2,2',4'-trifluoro-4-biphenylylacetyl chloride (obtained as in Example 9) in ether. After stirring for 15 minutes the ether solution was diluted with water, separated, washed again with water, dried and evaporated. The orange residue was recrystallised twice from acetone/40-60 petroleum ether and then from toluene to give fine colourless needles of 2,2',4'-trifluoro-4-biphenylylacethydroxamic acid, m.p. 149°-150° C.